This data is from the Open Reaction Database (ORD), a public repository of structured organic reaction records. The task is: describe an organic reaction: reactants, conditions, products, and yield Reactants: [N+](=O)([O-])C1=CC=C(C=C1)N1CCC(CC1)O (1-(4-nitrophenyl)piperidin-4-ol), [NH4+].[Cl-] (NH4Cl), CCO (EtOH). The reagents and catalysts are [Fe] (Fe), [Fe] (Fe). The solvent is O (water). Conditions: temperature 100 celsius, time 8 hour. The product is NC1=CC=C(C=C1)N1CCC(CC1)O (1-(4-aminophenyl)piperidin-4-ol). The yield is 44.0%. As a reaction SMILES: [N+:1]([C:4]1[CH:9]=[CH:8][C:7]([N:10]2[CH2:15][CH2:14][CH:13]([OH:16])[CH2:12][CH2:11]2)=[CH:6][CH:5]=1)([O-])=O.[NH4+].[Cl-].CCO>[Fe].O>[NH2:1][C:4]1[CH:9]=[CH:8][C:7]([N:10]2[CH2:11][CH2:12][CH:13]([OH:16])[CH2:14][CH2:15]2)=[CH:6][CH:5]=1 |f:1.2|. Procedure: 1-(4-nitrophenyl)piperidin-4-ol (4.725 g, 21.26 mmol), Fe (11.87 g, 212.6 mmol), NH4Cl (11.41 g, 212.6 mmol), EtOH (100 mL) and water (50 mL) were mixed. The mixture was stirred at 100° C. overnight. Then Fe (5.9 g, 106.3 mmol) was added and reacted at 100° C. for 7 hours. Filtrated and the liquid was concentrated, purified by flash chromatography to give 1.8 g yellow solid. Reactants: BrC1=CC=C2C=CC(=NC2=C1)Cl (7-Bromo-2-chloroquinoline), N1(CCNCC1)C=O (1-Piperazinecarboxaldehyde), [N+](=O)(O)[O-] (HNO3). Solvent: C(=O)(O)[O-].[Na+] (NaHCO3), C1CCOC1 (THF), [OH-].[Na+] (NaOH), [OH-].[Na+] (NaOH), OS(=O)(=O)O (H2SO4), OS(=O)(=O)O (H2SO4). Run at temperature 125 celsius, time 1 hour. Product: BrC1=C(C=C2C=CC(=NC2=C1)N1CCNCC1)[N+](=O)[O-] (7-Bromo-6-nitro-2-piperazinylquinoline). RXN SMILES: [Br:1][C:2]1[CH:11]=[C:10]2[C:5]([CH:6]=[CH:7][C:8](Cl)=[N:9]2)=[CH:4][CH:3]=1.[N:13]1(C=O)[CH2:18][CH2:17][NH:16][CH2:15][CH2:14]1.[N+:21]([O-])([OH:23])=[O:22]>C([O-])(O)=O.[Na+].C1COCC1.OS(O)(=O)=O.[OH-].[Na+]>[Br:1][C:2]1[CH:11]=[C:10]2[C:5]([CH:6]=[CH:7][C:8]([N:13]3[CH2:18][CH2:17][NH:16][CH2:15][CH2:14]3)=[N:9]2)=[CH:4][C:3]=1[N+:21]([O-:23])=[O:22] |f:3.4,7.8|. Procedure: A stirred mixture of 19 (70 mg, 0.29 mmol) and 1-Piperazinecarboxaldehyde (4 ml) was heated at 125° C. for 30 min. under argon. The mixture was then cooled and diluted with saturated aqueous NaHCO3. The aqueous phase was extracted with ether (3×) and the combined extractions were dried (MgSO4). Concentration yielded a residue which was immediately dissolved in THF (10 ml) and 4M H2SO4 (5 ml). The solution was then brought to reflux and stirred for 1 h. The solution was cooled and poured into 1M ... Starting materials: CO, O=c1c(C2=NS(=O)(=O)c3c(ccc(O)c3[N+](=O)[O-])N2)c(O)c2ccccc2n1NCC1CC1, [Cl-], [Fe], [NH4+], C1CCOC1, O. The product is Nc1c(O)ccc2c1S(=O)(=O)N=C(c1c(O)c3ccccc3n(NCC3CC3)c1=O)N2. RXN SMILES: [CH3:42][OH:43].[CH:1]1([CH2:4][NH:5][n:6]2[c:7](=[O:33])[c:8]([C:17]3=[N:18][S:19](=[O:31])(=[O:32])[c:20]4[c:21]([cH:23][cH:24][c:25]([OH:30])[c:26]4[N+:27]([O-:28])=[O:29])[NH:22]3)[c:9]([OH:16])[c:10]3[cH:11][cH:12][cH:13][cH:14][c:15]23)[CH2:2][CH2:3]1.[Cl-:34].[Fe:44].[NH4+:35].[O:37]1[CH2:38][CH2:39][CH2:40][CH2:41]1.[OH2:36]>>[CH:1]1([CH2:4][NH:5][n:6]2[c:7](=[O:33])[c:8]([C:17]3=[N:18][S:19](=[O:31])(=[O:32])[c:20]4[c:21]([cH:23][cH:24][c:25]([OH:30])[c:26]4[NH2:27])[NH:22]3)[c:9]([OH:16])[c:10]3[cH:11][cH:12][cH:13][cH:14][c:15]23)[CH2:2][CH2:3]1. The reactants are SC1=C(N)C=CC(=C1)OCCC (2-mercapto-4-propoxyaniline), COC(N=C(SC)SC)=O (methyl-N-[di(methylthio)-methylene]carbamate). Solvent: C(C)O (ethanol). Conditions: time 12 hour. Yields the product COC(NC=1SC2=C(N1)C=CC(=C2)OCCC)=O (Methyl-6-n-Propoxybenzothiazole-2-Carbamate). Reaction SMILES: [SH:1][C:2]1[CH:8]=[C:7]([O:9][CH2:10][CH2:11][CH3:12])[CH:6]=[CH:5][C:3]=1[NH2:4].[CH3:13][O:14][C:15](=[O:22])[N:16]=[C:17](SC)SC>C(O)C>[CH3:13][O:14][C:15](=[O:22])[NH:16][C:17]1[S:1][C:2]2[CH:8]=[C:7]([O:9][CH2:10][CH2:11][CH3:12])[CH:6]=[CH:5][C:3]=2[N:4]=1. Procedure details: In a round bottom 1 liter flask equipped with a reflux condenser, a magnetic stirrer and a heating mantle is placed 45.75 g. of 2-mercapto-4-propoxyaniline; 48.25 g. of methyl-N-[di(methylthio)-methylene]carbamate, and 250 ml absolute ethanol. This mixture is heated to boiling under an inert atmosphere of nitrogen for 12 hrs. It is then chilled and the white crystalline solid which is formed is isolated by filtration, washed with cold ethanol and dried. m.p. 178°-180° C.